From a dataset of the Open Reaction Database (ORD), a public repository of structured organic reaction records. describe an organic reaction: reactants, conditions, products, and yield The reactants are CCCc1ccc(-c2ccc(C3(CC(=O)OC(C)(C)C)CCN(C(=O)OC(C)(C)C)CCS3(=O)=O)s2)cc1, O=C([O-])O, Cl, [Na+], C1CCOC1. Yields the product CCCc1ccc(-c2ccc(C3(CC(=O)OC(C)(C)C)CCNCCS3(=O)=O)s2)cc1. Reaction SMILES: [C:1]([O:2][C:3](=[O:4])[N:8]1[CH2:9][CH2:10][S:11](=[O:37])(=[O:38])[C:12]([c:15]2[s:16][c:17](-[c:20]3[cH:21][cH:22][c:23]([CH2:26][CH2:27][CH3:28])[cH:24][cH:25]3)[cH:18][cH:19]2)([CH2:29][C:30](=[O:31])[O:32][C:33]([CH3:34])([CH3:35])[CH3:36])[CH2:13][CH2:14]1)([CH3:5])([CH3:6])[CH3:7].[C:40](=[O:41])([OH:42])[O-:43].[ClH:39].[Na+:44].[O:45]1[CH2:46][CH2:47][CH2:48][CH2:49]1>>[NH:8]1[CH2:9][CH2:10][S:11](=[O:37])(=[O:38])[C:12]([c:15]2[s:16][c:17](-[c:20]3[cH:21][cH:22][c:23]([CH2:26][CH2:27][CH3:28])[cH:24][cH:25]3)[cH:18][cH:19]2)([CH2:29][C:30](=[O:31])[O:32][C:33]([CH3:34])([CH3:35])[CH3:36])[CH2:13][CH2:14]1. Starting materials: C1=CC(=CC=C1C=2C=CC(=CC2)O)O (4,4'-hydroxybiphenyl), C(C1=CC=CC=C1)(=O)Cl (benzoyl chloride). Product: OC1=CC=C(C=C1)C1=CC=CC=C1 (4'-hydroxybiphenyl). As a reaction SMILES: [CH:1]1[C:6]([C:7]2[CH:8]=[CH:9][C:10]([OH:13])=[CH:11][CH:12]=2)=[CH:5][CH:4]=[C:3](O)[CH:2]=1.C(Cl)(=O)C1C=CC=CC=1>>[OH:13][C:10]1[CH:9]=[CH:8][C:7]([C:6]2[CH:1]=[CH:2][CH:3]=[CH:4][CH:5]=2)=[CH:12][CH:11]=1. Procedure: reacting 4,4'-hydroxybiphenyl with the 4-(RO) benzoyl chloride from step (a) to form 4-(4-(RO) benzoyloxy) -4'-hydroxybiphenyl; and The reactants are O=C[C@H](O)[C@@H](O)[C@@H](O)CO (L-arabinose), C(C)(C)N (isopropylamine), ClCCN=C=O (2-chloroethyl isocyanate). The product is ClCCNC(=O)N(C1[C@H](O)[C@@H](O)[C@@H](O)CO1)C(C)C (1-(2-chloroethyl)-3-isopropyl-3-L-arabinopyranosylurea). Yield: 70.8%. As a reaction SMILES: O=[CH:2][C@@H:3]([C@H:5]([C@H:7]([CH2:9][OH:10])[OH:8])[OH:6])[OH:4].[CH:11]([NH2:14])([CH3:13])[CH3:12].[Cl:15][CH2:16][CH2:17][N:18]=[C:19]=[O:20]>>[Cl:15][CH2:16][CH2:17][NH:18][C:19]([N:14]([CH:11]([CH3:13])[CH3:12])[CH:9]1[O:10][CH2:2][C@H:3]([OH:4])[C@H:5]([OH:6])[C@H:7]1[OH:8])=[O:20]. Reported procedure: 3.0 g of L-arabinose, 2.5 g of isopropylamine and 2.5 g of 2-chloroethyl isocyanate are treated in the same manner as described in Example 5-(1). 4.2 g of 1-(2-chloroethyl)-3-isopropyl-3-L-arabinopyranosylurea are thereby obtained as colorless caramel. Starting materials: BrC1=CC=C(C=C1)[C@H](C)N1C(O[C@](CC1)(C1=CC=CC=C1)CC(C)=O)=O ((S)-3-((S)-1-(4-bromophenyl)ethyl)-6-(2-oxopropyl)-6-phenyl -1,3-oxazinan-2-one), C[Mg]Br (methylmagnesium bromide). Run in C1CCOC1 (THF). Run at time 1 hour. The product is OC(CC1(CCNC(O1)=O)C1=CC=CC=C1)(C)C (6-(2-hydroxy-2-methylpropyl)-6-phenyl-1,3-oxazinan-2-one). Yield: 91.9%. Reaction SMILES: BrC1C=CC([C@@H]([N:10]2[CH2:15][CH2:14][C@:13]([CH2:22][C:23](=[O:25])[CH3:24])([C:16]3[CH:21]=[CH:20][CH:19]=[CH:18][CH:17]=3)[O:12][C:11]2=[O:26])C)=CC=1.[CH3:27][Mg]Br>C1COCC1>[OH:25][C:23]([CH3:24])([CH3:27])[CH2:22][C:13]1([C:16]2[CH:17]=[CH:18][CH:19]=[CH:20][CH:21]=2)[O:12][C:11](=[O:26])[NH:10][CH2:15][CH2:14]1. Reported procedure: To a solution of (S)-3-((S)-1-(4-bromophenyl)ethyl)-6-(2-oxopropyl)-6-phenyl -1,3-oxazinan-2-one (12 g, 28.8 mmol) in anhydrous THF (100 mL) was added dropwise methylmagnesium bromide (48 mL, 144 mmol) at −78° C. under nitrogen. The mixture was stirred at rt for 1 h. The reaction mixture was quenched with aqueous NH4Cl solution (50 mL) in ice water bath. The layers were separated and the aqueous layer was extracted with EtOAc (150 mL). The combined organic phases were washed with brine (30 mL), ... The reactants are OC=1C=C(C=CC(=O)O)C=CC1O (3,4-dihydroxycinnamic acid), C(C)(=O)OC(C)=O (acetic anhydride). The solvent is N1=CC=CC=C1 (pyridine). Yields the product OC=1C=C(C=CC(=O)O)C=CC1O (3,4-dihydroxycinnamic acid), CC(=O)CC(=O)O (diacetate). Reaction SMILES: [OH:1][C:2]1[CH:3]=[C:4]([CH:10]=[CH:11][C:12]=1[OH:13])[CH:5]=[CH:6][C:7]([OH:9])=[O:8].C([O:17][C:18](=[O:20])[CH3:19])(=O)C>N1C=CC=CC=1>[OH:1][C:2]1[CH:3]=[C:4]([CH:10]=[CH:11][C:12]=1[OH:13])[CH:5]=[CH:6][C:7]([OH:9])=[O:8].[CH3:12][C:2]([CH2:19][C:18]([OH:17])=[O:20])=[O:1]. Procedure details: In accordance with the above flowchart, 3,4-dihydroxycinnamic acid (1) is reacted with acetic anhydride in pyridine for 18-30 hours and then extracted with organic solvents, giving 3,4-dihydroxycinnamic acid, diacetate (2) which is further converted to the 3,4-dihydroxycinnamic acid chloride (3) by treatment with thionyl chloride in dimethylformamide at -20° to -18° C. for 30-90 minutes. The reactants are C(C)(C)(C)OC(NCCC1=CC=C(C=C1)NC(=S)N)=O (N-(4-thioureidophenylethyl)carbamic acid t-butyl ester), C(C)I (ethyl iodide). The product is C(C)(C)(C)OC(NCCC1=CC=C(C=C1)NC(SCC)=N)=O (N-(4-(S-ethylisothioureido)phenylethyl)carbamic acid t-butyl ester). Isolated yield 85.0%. As a reaction SMILES: [C:1]([O:5][C:6](=[O:20])[NH:7][CH2:8][CH2:9][C:10]1[CH:15]=[CH:14][C:13]([NH:16][C:17]([NH2:19])=[S:18])=[CH:12][CH:11]=1)([CH3:4])([CH3:3])[CH3:2].[CH2:21](I)[CH3:22]>>[C:1]([O:5][C:6](=[O:20])[NH:7][CH2:8][CH2:9][C:10]1[CH:11]=[CH:12][C:13]([NH:16][C:17](=[NH:19])[S:18][CH2:21][CH3:22])=[CH:14][CH:15]=1)([CH3:4])([CH3:2])[CH3:3]. Procedure: Using the compound obtained in Example 50 as a starting material and also using ethyl iodide as a reagent, the same procedure of Example 29 gave the titled compound (yield, 85%). Starting materials: C(C)(C)(C)OC(COC1=C(C=C(C=C1)Cl)C#C)=O (tert-butyl(4-chloro-2-ethynylphenoxy)acetate), C(C)(C)(C)OC(COC1=C(C=C(C=C1)Cl)C#C)=O (tert-butyl(4-chloro-2-ethynylphenoxy)acetate), Cl.BrC1=CC=NC=C1 (4-bromopyridine hydrochloride). Yields the product ClC1=CC(=C(OCC(=O)O)C=C1)C#CC1=CC=NC=C1 ([4-chloro-2-(pyridin-4-ylethynyl)phenoxy]acetic acid). As a reaction SMILES: C([O:5][C:6](=[O:18])[CH2:7][O:8][C:9]1[CH:14]=[CH:13][C:12]([Cl:15])=[CH:11][C:10]=1[C:16]#[CH:17])(C)(C)C.Cl.Br[C:21]1[CH:26]=[CH:25][N:24]=[CH:23][CH:22]=1>>[Cl:15][C:12]1[CH:13]=[CH:14][C:9]([O:8][CH2:7][C:6]([OH:5])=[O:18])=[C:10]([C:16]#[C:17][C:21]2[CH:26]=[CH:25][N:24]=[CH:23][CH:22]=2)[CH:11]=1 |f:1.2|. Reported procedure: Following the general method as outlined in Example 10, starting from tert-butyl(4-chloro-2-ethynylphenoxy)acetate (Intermediate 3) and 4-bromopyridine hydrochloride (Fluka), the title compound was obtained as a yellow solid after purification by precipitation in dioxane.